Dataset: the Open Reaction Database (ORD), a public repository of structured organic reaction records. Task: describe an organic reaction: reactants, conditions, products, and yield The reactants are CC1=C(C=NC=C1)N1C(NCC1)=O (1-(4-methyl-pyridin-3-yl)-imidazolidin-2-one), BrC1=CC(=C(C=C1)C(C)=O)F (1-(4-bromo-2-fluoro-phenyl)-ethanone), N[C@H]1[C@@H](CCCC1)N (trans-1,2-diamino cyclohexane), P(=O)([O-])([O-])[O-].[K+].[K+].[K+] (potassium phosphate). The reagents and catalysts are [Cu](I)I (copper iodide). Run in O1CCOCC1 (1,4-dioxane). Yields the product C(C)(=O)C1=C(C=C(C=C1)N1C(N(CC1)C=1C=NC=CC1C)=O)F (1-(4-acetyl-3-fluoro-phenyl)-3-(4-methyl-pyridin-3-yl)-imidazolidin-2-one). The yield is 88.2%. As a reaction SMILES: [CH3:1][C:2]1[CH:7]=[CH:6][N:5]=[CH:4][C:3]=1[N:8]1[CH2:12][CH2:11][NH:10][C:9]1=[O:13].Br[C:15]1[CH:20]=[CH:19][C:18]([C:21](=[O:23])[CH3:22])=[C:17]([F:24])[CH:16]=1.N[C@@H]1CCCC[C@H]1N.P([O-])([O-])([O-])=O.[K+].[K+].[K+]>[Cu](I)I.O1CCOCC1>[C:21]([C:18]1[CH:19]=[CH:20][C:15]([N:10]2[CH2:11][CH2:12][N:8]([C:3]3[CH:4]=[N:5][CH:6]=[CH:7][C:2]=3[CH3:1])[C:9]2=[O:13])=[CH:16][C:17]=1[F:24])(=[O:23])[CH3:22] |f:3.4.5.6|. Procedure: Using the same reaction conditions as in Example 14, 1-(4-methyl-pyridin-3-yl)-imidazolidin-2-one (I-14b: 500 mg, 2.8216 mmol) was reacted with 1-(4-bromo-2-fluoro-phenyl)-ethanone (679.9 mg, 3.1038 mmol), 1,4-dioxane (50 mL), copper iodide (53.6 mg, 0.28216 mmol), trans-1,2-diamino cyclohexane (97.09 mg, 0.84650 mmol) and potassium phosphate (1.49 g, 7.0541 mmol) to afford the crude product. Purification by column chromatography on silica gel (2% MeOH in CHCl3) afforded 780 mg of 1-(4-acetyl-3-... Starting materials: C1(CC1)N1C=C(C(C2=CC(=C(C(=C12)C#CC(=C)C)F)F)=O)C(=O)OCC (ethyl 1-cyclopropyl-6,7-difluoro-1,4-dihydro-8-(3-methyl-but-3-en-1-inyl)-4-oxo-3-quinolinecarboxylate), O (water), S(O)(O)(=O)=O (sulphuric acid), O (water). The solvent is C(C)(=O)O (acetic acid). The product is C1(CC1)N1C=C(C(C2=CC(=C(C(=C12)C#CC(=C)C)F)F)=O)C(=O)O (1-cyclopropyl-6,7-difluoro-1,4-dihydro-8-(3-methyl-but-3-en-1-inyl)-4-oxo-3-quinolinecarboxylic acid). The yield is 80.4%. Reaction SMILES: [CH:1]1([N:4]2[C:13]3[C:8](=[CH:9][C:10]([F:20])=[C:11]([F:19])[C:12]=3[C:14]#[C:15][C:16]([CH3:18])=[CH2:17])[C:7](=[O:21])[C:6]([C:22]([O:24]CC)=[O:23])=[CH:5]2)[CH2:3][CH2:2]1.O.S(=O)(=O)(O)O>C(O)(=O)C>[CH:1]1([N:4]2[C:13]3[C:8](=[CH:9][C:10]([F:20])=[C:11]([F:19])[C:12]=3[C:14]#[C:15][C:16]([CH3:18])=[CH2:17])[C:7](=[O:21])[C:6]([C:22]([OH:24])=[O:23])=[CH:5]2)[CH2:2][CH2:3]1. Reported procedure: 0.715 g of ethyl 1-cyclopropyl-6,7-difluoro-1,4-dihydro-8-(3-methyl-but-3-en-1-inyl)-4-oxo-3-quinolinecarboxylate is refluxed for 1.5 hours in a mixture of 10 ml of glacial acetic acid, 0.5 ml of water and 0.2 ml of concentrated sulphuric acid. The reaction mixture is poured into 100 ml of water. The solid which has precipitated is filtered off with suction, washed with water and dried. 0.53 g of 1-cyclopropyl-6,7-difluoro-1,4-dihydro-8-(3-methyl-but-3-en-1-inyl)-4-oxo-3-quinolinecarboxylic acid... The reactants are hydroxy acid, ( 9 ), ( 12 ), CC1CNC(=O)C(NC(=O)/C=C/CC(OC(=O)C(OC1=O)CC(C)C)C(C)C2C(O2)C3=CC=CC=C3)CC4=CC(=C(C=C4)OC)Cl (Cryptophycin), C[C@@H]1CNC(=O)[C@H](NC(=O)/C=C/C[C@H](OC(=O)[C@@H](OC1=O)CC(C)C)[C@H](C)/C=C/C=2C=CC=CC2)CC=3C=CC(=C(C3)Cl)OC (Cryptophycin 3), ( 5 ), C[C@@H]1CNC(=O)[C@H](NC(=O)/C=C/C[C@H](OC(=O)[C@@H](OC1=O)CC(C)C)[C@H](C)/C=C/C=2C=CC=CC2)CC=3C=CC(=C(C3)Cl)OC (Cryptophycin 3), ( 8 ), NCC(C(=O)O)C (3-amino-2-methylpropionic acid), CC1CNC(=O)C(NC(=O)/C=C/CC(OC(=O)C(OC1=O)CC(C)C)C(C)C2C(O2)C3=CC=CC=C3)CC4=CC(=C(C=C4)OC)Cl (Cryptophycin), C[C@@H]1CNC(=O)[C@H](NC(=O)/C=C\C[C@H](OC(=O)[C@@H](OC1=O)CC(C)C)[C@H](C)/C=C/C2=CC=CC=C2)CC3=CC=C(C=C3)OC (Cryptophycin 4), ( 9 ), ( 100 ), CC1CNC(=O)C(NC(=O)/C=C/CC(OC(=O)C(OC1=O)CC(C)C)C(C)C2C(O2)C3=CC=CC=C3)CC4=CC(=C(C=C4)OC)Cl (Cryptophycin), C[C@@H]1CNC(=O)[C@H](NC(=O)/C=C\C[C@H](OC(=O)[C@@H](OC1=O)CC(C)C)[C@H](C)/C=C/C2=CC=CC=C2)CC3=CC=C(C=C3)OC (Cryptophycin 4), C[C@@H]1CNC(=O)[C@H](NC(=O)/C=C/C[C@H](OC(=O)[C@@H](OC1=O)CC(C)C)[C@H](C)[C@@H]2[C@H](O2)C3=CC=CC=C3)CC4=CC(=C(C=C4)OC)Cl (Cryptophycin 1), C[C@H]1[C@@H](O[C@H]([C@@H]1O)C2=CC=CC=C2)C/C=C/C(=O)N[C@H](CC3=CC(=C(C=C3)OC)Cl)C(=O)NC[C@@H](C)C(=O)OC (Cryptophycin 6), ( 58/21 ), ( ε ), C(C(O)CC(C)C)(=O)O (leucic acid), CC1CNC(=O)C(NC(=O)/C=C/CC(OC(=O)C(OC1=O)CC(C)C)C(C)C2C(O2)C3=CC=CC=C3)CC4=CC(=C(C=C4)OC)Cl (Cryptophycin), ( 57/22 ), ( 5 ), C[C@@H]1CNC(=O)[C@H](NC(=O)/C=C/C[C@H](OC(=O)[C@@H](OC1=O)CC(C)C)[C@H](C)[C@@H]2[C@H](O2)C3=CC=CC=C3)CC4=CC(=C(C=C4)OC)Cl (Cryptophycin 1), C[C@@H]1CNC(=O)[C@H](NC(=O)/C=C\C[C@H](OC(=O)[C@@H](OC1=O)CC(C)C)[C@H](C)/C=C/C2=CC=CC=C2)CC3=CC=C(C=C3)OC (Cryptophycin 4), ClC=1C=C(C[C@H](N)C(=O)O)C=CC1OC (3-chloro-4-methoxyphenylalanine), CC1CNC(=O)C(NC(=O)/C=C/CC(OC(=O)C(OC1=O)CC(C)C)C(C)C2C(O2)C3=CC=CC=C3)CC4=CC(=C(C=C4)OC)Cl (Cryptophycin), OC(CC=CC(=O)O)C(C(C(C1=CC=CC=C1)O)O)C (5,7,8-trihydroxy-6-methyl-8-phenyl-2-octenoic acid), ( 3.0/1.4 ), C[C@@H]1CNC(=O)[C@H](NC(=O)/C=C/C[C@H](OC(=O)[C@@H](OC1=O)CC(C)C)[C@H](C)/C=C/C=2C=CC=CC2)CC=3C=CC(=C(C3)Cl)OC (Cryptophycin 3), CC1CNC(=O)C(NC(=O)/C=C/CC(OC(=O)C(OC1=O)CC(C)C)C(C)C2C(O2)C3=CC=CC=C3)CC4=CC(=C(C=C4)OC)Cl (Cryptophycin), ( 8 ), C[C@@H]1CNC(=O)[C@H](NC(=O)/C=C/C[C@H](OC(=O)[C@@H](OC1=O)CC(C)C)[C@H](C)/C=C/C=2C=CC=CC2)CC=3C=CC(=C(C3)Cl)OC (Cryptophycin 3), ( 10/14 ), ( 11/13 ), C[C@@H]1CNC(=O)[C@H](NC(=O)/C=C/C[C@H](OC(=O)[C@@H](OC1=O)CC(C)C)[C@H](C)[C@@H]2[C@H](O2)C3=CC=CC=C3)CC4=CC(=C(C=C4)OC)Cl (Cryptophycin 1), C[C@@H]1CNC(=O)[C@H](NC(=O)/C=C/C[C@H](OC(=O)[C@@H](OC1=O)CC(C)C)[C@H](C)[C@@H]2[C@H](O2)C3=CC=CC=C3)CC4=CC(=C(C=C4)OC)Cl (Cryptophycin 1), C[C@H]1[C@@H](O[C@H]([C@@H]1O)C2=CC=CC=C2)C/C=C/C(=O)N[C@H](CC3=CC(=C(C=C3)OC)Cl)C(=O)NC[C@@H](C)C(=O)OC (Cryptophycin 6). Solvent: CO (MeOH), CO (MeOH). The product is C[C@@H]1CNC(=O)[C@H](NC(=O)/C=C/C[C@H](OC(=O)[C@@H](OC1=O)C(C)C)[C@H](C)/C=C/C2=CC=CC=C2)CC3=CC(=C(C=C3)OC)Cl (Cryptophycin 19). Reaction SMILES: [OH:1][CH:2]([CH:9]([CH3:20])[CH:10](O)[CH:11](O)[C:12]1[CH:17]=[CH:16][CH:15]=[CH:14][CH:13]=1)[CH2:3][CH:4]=[CH:5][C:6]([OH:8])=O.[Cl:21][C:22]1[CH:23]=[C:24]([CH:31]=[CH:32][C:33]=1[O:34][CH3:35])[CH2:25][C@@H:26]([C:28]([OH:30])=O)[NH2:27].[NH2:36][CH2:37][CH:38]([CH3:42])[C:39]([OH:41])=[O:40].C(O)(=O)[CH:44]([CH2:46][CH:47]([CH3:49])[CH3:48])[OH:45].C[C@H]1C(=O)O[C@@H](CC(C)C)C(=O)O[C@H]([C@@H]([C@H]2O[C@@H]2C2C=CC=CC=2)C)CC=CC(=O)N[C@H](CC2C=CC(OC)=C(Cl)C=2)C(=O)NC1.CC1C(=O)OC(CC(C)C)C(=O)OC(C(C2OC2C2C=CC=CC=2)C)CC=CC(=O)NC(CC2C=CC(OC)=C(Cl)C=2)C(=O)NC1.C[C@H]1C(=O)O[C@@H](CC(C)C)C(=O)O[C@H]([C@@H](/C=C/C2C=CC=CC=2)C)CC=CC(=O)N[C@H](CC2C=CC(OC)=C(Cl)C=2)C(=O)NC1.C[C@H]1C(=O)O[C@@H](CC(C)C)C(=O)O[C@H]([C@@H](/C=C/C2C=CC=CC=2)C)CC=CC(=O)N[C@H](CC2C=CC(OC)=CC=2)C(=O)NC1.C[C@@H]1[C@@H](O)[C@H](C2C=CC=CC=2)O[C@H]1C/C=C/C(N[C@@H](C(NC[C@H](C(OC)=O)C)=O)CC1C=CC(OC)=C(Cl)C=1)=O>CO>[CH3:42][C@H:38]1[C:39](=[O:41])[O:40][C@@H:46]([CH:47]([CH3:49])[CH3:48])[C:44](=[O:45])[O:1][C@H:2]([C@@H:9](/[CH:10]=[CH:11]/[C:12]2[CH:17]=[CH:16][CH:15]=[CH:14][CH:13]=2)[CH3:20])[CH2:3][CH:4]=[CH:5][C:6](=[O:8])[NH:27][C@H:26]([CH2:25][C:24]2[CH:31]=[CH:32][C:33]([O:34][CH3:35])=[C:22]([Cl:21])[CH:23]=2)[C:28](=[O:30])[NH:36][CH2:37]1. Procedure details: [α]D +62.6°(MeOH, c 0.67); UV (MeOH) λmax (ε) 204 (44900), 230 (17000), 248 (15600), 280 (2500); IR (neat) νmax 3413, 3272, 2966, 1745, 1726, 1672, 1504, 1258, 1199, 1178, 1066, 692 cm-1 ; EIMS m/z (rel intensity) 624/626 (3.0/1.4), 398/400 (58/21), 280/282(15/5), 227 (100), 195/197 (57/22); high resolution EIMS m/z 624.2585 (calcd for C34H41ClN2O7, 1.8 mmu error). 1H-NMR (CDCl3):amino or hydroxy acid unit δ (carbon position, multiplicity; J in Hz) 5-hydroxy-6-methyl-8-phenyl-2,7-octadienoic aci...